This data is from the Open Reaction Database (ORD), a public repository of structured organic reaction records. The task is: describe an organic reaction: reactants, conditions, products, and yield Isolated yield 68.0%. Reaction SMILES: [F:1][C:2]([F:29])([C:22]([F:28])([F:27])[C:23]([F:26])([F:25])[F:24])[CH:3]([C:5]1[NH:6][C:7]([CH:10]([OH:21])[C:11]([F:20])([F:19])[C:12]([F:18])([F:17])[C:13]([F:16])([F:15])[F:14])=[CH:8][CH:9]=1)[OH:4].[H-].[Na+].[H][H].[CH3:34][Si:35](Cl)([CH3:37])[CH3:36]>C1COCC1>[F:29][C:2]([F:1])([C:22]([F:27])([F:28])[C:23]([F:26])([F:24])[F:25])[CH:3]([C:5]1[NH:6][C:7]([CH:10]([O:21][Si:35]([CH3:37])([CH3:36])[CH3:34])[C:11]([F:19])([F:20])[C:12]([F:17])([F:18])[C:13]([F:15])([F:14])[F:16])=[CH:8][CH:9]=1)[O:4][Si:35]([CH3:37])([CH3:36])[CH3:34] |f:1.2|. Starting materials: [H-].[Na+] (sodium hydride), FC(C(O)C=1NC(=CC1)C(C(C(C(F)(F)F)(F)F)(F)F)O)(C(C(F)(F)F)(F)F)F (2,5-bis(2',2',3',3',4',4',4'-heptafluoro-1'-hydroxybutyl)pyrrole), C[Si](C)(C)Cl (trimethylsilyl chloride), [H][H] (hydrogen). Run in C1CCOC1 (THF), C1CCOC1 (THF). Procedure details: Recrystallized 2,5-bis(2',2',3',3',4',4',4'-heptafluoro-1'-hydroxybutyl)pyrrole (0.5 mmol, 0.2316 g) was dissolved in 25 ml of dry THF and transferred to a cooled (0° C.) suspension of sodium hydride (1.0 mmol, 0.024 g) in 60 mL of THF. When hydrogen evolution ceased (after 1 hour) trimethylsilyl chloride (1 mmol, 0.109 g) was added by syringe. The mixture became cloudy and was stirred at room temperature for 1 hour before the solvent was removed in vacuo. The remaining residue was partitioned b... Product: FC(C(O[Si](C)(C)C)C=1NC(=CC1)C(C(C(C(F)(F)F)(F)F)(F)F)O[Si](C)(C)C)(C(C(F)(F)F)(F)F)F (2,5-Bis(2',2',3',3',4',4',4'-heptafluoro-1'-trimethylsiloxybutyl)pyrrole). Conditions: time 1 hour. The reactants are CC1=C(C=CC(=C1)CS(=O)CCN1N=NC=C1)O (2-methyl-4-(2-[1,2,3]triazol-1-yl-ethanesulfinylmethyl)-phenol), [H-].[Na+] (sodium hydride), CN(C=O)C (N,N-dimethylformamide), O (water), ClCC=1N=C(OC1)C=CC1=CC=C(C=C1)OC(F)(F)F (4-chloromethyl-2-[2-(4-trifluoromethoxy-phenyl)-vinyl]-oxazole). Conditions: time 30 minute. Yields the product CC1=C(C=CC(=C1)OCC=1N=C(OC1)\C=C\C1=CC=C(C=C1)OC(F)(F)F)CS(=O)CCN1N=NC=C1 (1-[2-(2-methyl-4-{2-[2-(E)-(4-trifluoromethoxy-phenyl)-vinyl]-oxazol-4-ylmethoxy}-phenyl-methanesulfinyl)-ethyl]-1H-[1,2,3]triazole). Yield: 24.0%. RXN SMILES: C[C:2]1[CH:7]=[C:6]([CH2:8][S:9]([CH2:11][CH2:12][N:13]2[CH:17]=[CH:16][N:15]=[N:14]2)=[O:10])[CH:5]=[CH:4][C:3]=1[OH:18].[H-].[Na+].Cl[CH2:22][C:23]1[N:24]=[C:25]([CH:28]=[CH:29][C:30]2[CH:35]=[CH:34][C:33]([O:36][C:37]([F:40])([F:39])[F:38])=[CH:32][CH:31]=2)[O:26][CH:27]=1.O.[CH3:42]N(C)C=O>>[CH3:42][C:7]1[CH:2]=[C:3]([O:18][CH2:22][C:23]2[N:24]=[C:25](/[CH:28]=[CH:29]/[C:30]3[CH:35]=[CH:34][C:33]([O:36][C:37]([F:40])([F:39])[F:38])=[CH:32][CH:31]=3)[O:26][CH:27]=2)[CH:4]=[CH:5][C:6]=1[CH2:8][S:9]([CH2:11][CH2:12][N:13]1[CH:17]=[CH:16][N:15]=[N:14]1)=[O:10] |f:1.2|. Reported procedure: A solution of 133 mg (0.50 mmol) 2-methyl-4-(2-[1,2,3]triazol-1-yl-ethanesulfinylmethyl)-phenol in 4 ml N,N-dimethylformamide was treated at 0° C. with 24 mg (0.60 mmol) 60% sodium hydride and stirred at that temperature for 30 min, then 152 mg (0.50 mmol) 4-chloromethyl-2-[2-(4-trifluoromethoxy-phenyl)-vinyl]-oxazole were added and stirring continued over night at room temperature. After addition of 8 ml water, the precipitate was isolated, washed thoroughly with water, methanol/water 1:1, ethe... Starting materials: Brc1ccc2nc(N3CCN(C4CC4)CC3)sc2c1, O=C([O-])[O-], C1COCCO1, CC(N)=O, [Cs+], [Cs+], CC(=O)[O-], CC(=O)[O-], O, [Pd+2]. The product is CC(=O)Nc1ccc2nc(N3CCN(C4CC4)CC3)sc2c1. RXN SMILES: [Br:1][c:2]1[cH:3][c:4]2[c:5]([n:6][c:7]([N:9]3[CH2:10][CH2:11][N:12]([CH:15]4[CH2:16][CH2:17]4)[CH2:13][CH2:14]3)[s:8]2)[cH:18][cH:19]1.[C:24](=[O:25])([O-:26])[O-:27].[CH2:31]1[O:32][CH2:33][CH2:34][O:35][CH2:36]1.[CH3:20][C:21]([NH2:22])=[O:23].[Cs+:28].[Cs+:29].[O-:38][C:39]([CH3:40])=[O:41].[O-:42][C:43]([CH3:44])=[O:45].[OH2:30].[Pd+2:37]>>[c:2]1([NH:22][C:21]([CH3:20])=[O:23])[cH:3][c:4]2[c:5]([n:6][c:7]([N:9]3[CH2:10][CH2:11][N:12]([CH:15]4[CH2:16][CH2:17]4)[CH2:13][CH2:14]3)[s:8]2)[cH:18][cH:19]1. Starting materials: CN(C=O)C (N,N-dimethylformamide), C([O-])([O-])=O.[Cs+].[Cs+] (cesium carbonate), BrC=1C=C2C=CC(=CC2=CC1)O (6bromo-2-naphthol). Product: N1=CC(=CC=C1)CC[C@@H]1OC(OC=C1)=O ((4S)-4-[2-(3-pyridyl)ethyl]-1,3-dioxin-2-one), title compound. As a reaction SMILES: [C:1](=[O:4])([O-:3])[O-:2].[Cs+].[Cs+].BrC1[CH:9]=[C:10]2[C:15](=[CH:16][CH:17]=1)[CH:14]=[C:13](O)[CH:12]=[CH:11]2.[CH3:19][N:20](C)C=O>>[N:20]1[CH:17]=[CH:16][CH:15]=[C:14]([CH2:13][CH2:12][C@H:11]2[CH:10]=[CH:9][O:2][C:1](=[O:3])[O:4]2)[CH:19]=1 |f:0.1.2|. Procedure: Prepared according to the method described in Example 1e) from cesium carbonate (13.7 g), 6bromo-2-naphthol (9.27 g) and a solution of (4S)-4-[2-(3-pyridyl)ethyl]-1,3-dioxin-2-one (7.3 g, Example 18d)) in dry N,N-dimethylformamide (100 ml) to give the title compound as beige crystals after recrystallisation from aqueous ethanol (9.14 g). Starting materials: Cl (Hydrochloric acid), BrCC1=C(OC2=C1C=C(C=C2)F)C(=O)OC (methyl 3-(bromomethyl)-5-fluoro-1-benzofuran-2-carboxylate), solution, C[O-].[Na+] (sodium methoxide). Run in CO (methanol), CO (methanol). Yields the product FC=1C=CC2=C(C(=C(O2)C(=O)OC)COC)C1 (methyl 5-fluoro-3-(methoxymethyl)-1-benzofuran-2-carboxylate). Yield: 63.0%. As a reaction SMILES: Br[CH2:2][C:3]1[C:7]2[CH:8]=[C:9]([F:12])[CH:10]=[CH:11][C:6]=2[O:5][C:4]=1[C:13]([O:15][CH3:16])=[O:14].[CH3:17][O-:18].[Na+].Cl>CO>[F:12][C:9]1[CH:10]=[CH:11][C:6]2[O:5][C:4]([C:13]([O:15][CH3:16])=[O:14])=[C:3]([CH2:2][O:18][CH3:17])[C:7]=2[CH:8]=1 |f:1.2|. Procedure details: To a solution (50 mL) of methyl 3-(bromomethyl)-5-fluoro-1-benzofuran-2-carboxylate (5.87 g) synthesized above in methanol was added 28% solution (8.33 mL) of sodium methoxide in methanol, and the mixture was stirred with heating under reflux for 3 hr. 1N Hydrochloric acid was added to the reaction mixture, and the mixture was extracted with ethyl acetate. The extract was washed with saturated brine, dried over magnesium sulfate, and concentrated under reduced pressure. The residue was purified ...